This data is from the Open Reaction Database (ORD), a public repository of structured organic reaction records. The task is: describe an organic reaction: reactants, conditions, products, and yield The reactants are CC(=O)OC(C)(C)C, C1CCOC1, C[Si](C)(C)[N-][Si](C)(C)C, [Cl-], [Li+], [NH4+], O, O=C1CN(C(c2ccccc2)c2ccccc2)C1. Product: CC(C)(C)OC(=O)CC1(O)CN(C(c2ccccc2)c2ccccc2)C1. Reaction SMILES: [C:1]([CH3:2])(=[O:3])[O:4][C:5]([CH3:6])([CH3:7])[CH3:8].[CH2:39]1[O:40][CH2:41][CH2:42][CH2:43]1.[CH3:10][Si:11]([N-:12][Si:13]([CH3:14])([CH3:15])[CH3:16])([CH3:17])[CH3:18].[Cl-:37].[Li+:9].[NH4+:38].[OH2:44].[c:19]1([CH:25]([N:26]2[CH2:27][C:28](=[O:30])[CH2:29]2)[c:31]2[cH:32][cH:33][cH:34][cH:35][cH:36]2)[cH:20][cH:21][cH:22][cH:23][cH:24]1>>[C:1]([CH2:2][C:28]1([OH:30])[CH2:27][N:26]([CH:25]([c:19]2[cH:20][cH:21][cH:22][cH:23][cH:24]2)[c:31]2[cH:32][cH:33][cH:34][cH:35][cH:36]2)[CH2:29]1)(=[O:3])[O:4][C:5]([CH3:6])([CH3:7])[CH3:8]. The reactants are O=CC(OCc1ccccc1)C(OCc1ccccc1)C(O)COCc1ccccc1, CO, NN, C1CCOC1. Product: NNC(=O)C(OCc1ccccc1)C(OCc1ccccc1)C(O)COCc1ccccc1. As a reaction SMILES: [CH2:3]([c:4]1[cH:5][cH:6][cH:7][cH:8][cH:9]1)[O:10][CH:11]([CH:12]=[O:13])[CH:14]([O:15][CH2:16][c:17]1[cH:18][cH:19][cH:20][cH:21][cH:22]1)[CH:23]([OH:24])[CH2:25][O:26][CH2:27][c:28]1[cH:29][cH:30][cH:31][cH:32][cH:33]1.[CH3:34][OH:35].[NH2:1][NH2:2].[O:36]1[CH2:37][CH2:38][CH2:39][CH2:40]1>>[NH:1]([NH2:2])[C:12]([CH:11]([O:10][CH2:3][c:4]1[cH:5][cH:6][cH:7][cH:8][cH:9]1)[CH:14]([O:15][CH2:16][c:17]1[cH:18][cH:19][cH:20][cH:21][cH:22]1)[CH:23]([OH:24])[CH2:25][O:26][CH2:27][c:28]1[cH:29][cH:30][cH:31][cH:32][cH:33]1)=[O:13]. Reaction conditions: time 8 hour. Procedure: Under a static nitrogen atmosphere 2.40 g (4.7 mmol) of 5-[4′-[[3-butyl-5-(N-Boc-3-aminopropyl)-1H-1,2,4-triazol-1-yl]methyl][1,1′-biphenyl]-2-yl]-1H-tetrazole from Example 67 was dissolved in 30 mL of 4N HCl in dioxane at ambient temperature and allowed to stir overnight. The solvents were removed in vacuo; the residue was triturated with diethyl ether and filtered providing 2.08 g (98%) of 5-[4′-[[3-butyl-5-(3-aminopropyl)-1H-1,2,4-triazol-1-yl]methyl][1,1′-biphenyl]-2-yl]-1H-tetrazole as the ... The yield is 106.2%. Yields the product C(CCC)C1=NN(C(=N1)CCCN)CC1=CC=C(C=C1)C1=C(C=CC=C1)C1=NN=NN1 (5-[4′-[[3-butyl-5-(3-aminopropyl)-1H-1,2,4-triazol-1-yl]methyl][1,1′-biphenyl]-2-yl]-1H-tetrazole). Solvent: Cl (HCl), O1CCOCC1 (dioxane). Starting materials: C(CCC)C1=NN(C(=N1)CCCNC(=O)OC(C)(C)C)CC1=CC=C(C=C1)C1=C(C=CC=C1)C1=NN=NN1 (5-[4′-[[3-butyl-5-(N-Boc-3-aminopropyl)-1H-1,2,4-triazol-1-yl]methyl][1,1′-biphenyl]-2-yl]-1H-tetrazole). Reaction SMILES: [CH2:1]([C:5]1[N:9]=[C:8]([CH2:10][CH2:11][CH2:12][NH:13]C(OC(C)(C)C)=O)[N:7]([CH2:21][C:22]2[CH:27]=[CH:26][C:25]([C:28]3[CH:33]=[CH:32][CH:31]=[CH:30][C:29]=3[C:34]3[NH:38][N:37]=[N:36][N:35]=3)=[CH:24][CH:23]=2)[N:6]=1)[CH2:2][CH2:3][CH3:4]>Cl.O1CCOCC1>[CH2:1]([C:5]1[N:9]=[C:8]([CH2:10][CH2:11][CH2:12][NH2:13])[N:7]([CH2:21][C:22]2[CH:27]=[CH:26][C:25]([C:28]3[CH:33]=[CH:32][CH:31]=[CH:30][C:29]=3[C:34]3[NH:38][N:37]=[N:36][N:35]=3)=[CH:24][CH:23]=2)[N:6]=1)[CH2:2][CH2:3][CH3:4]. The reactants are Cc1ccccc1, CCO, CCOC(=O)c1cccnc1Cl, OB(O)c1ccc(F)cc1F, [Na+], [Na+], O=C([O-])[O-]. Yields the product CCOC(=O)c1cccnc1-c1ccc(F)cc1F. RXN SMILES: [CH3:30][c:31]1[cH:32][cH:33][cH:34][cH:35][cH:36]1.[CH3:37][CH2:38][OH:39].[Cl:7][c:8]1[c:9]([C:10](=[O:11])[O:12][CH2:13][CH3:14])[cH:15][cH:16][cH:17][n:18]1.[F:19][c:20]1[c:21]([B:27]([OH:28])[OH:29])[cH:22][cH:23][c:24]([F:26])[cH:25]1.[Na+:1].[Na+:2].[O-:3][C:4](=[O:5])[O-:6]>>[c:8]1(-[c:21]2[c:20]([F:19])[cH:25][c:24]([F:26])[cH:23][cH:22]2)[c:9]([C:10](=[O:11])[O:12][CH2:13][CH3:14])[cH:15][cH:16][cH:17][n:18]1. Reactants: COC([C@H](CC1=CC=C(C=C1)C1=CC=CC=C1)NC(=O)C1=NC=CC(=C1)Cl)=O (3-Biphenyl-4-yl-(2S)-[(4-chloro-pyridine-2-carbonyl)-amino]-propionic acid methyl ester), COC1=CC=C(C=C1)B(O)O (4-methoxy phenylboronic acid). Yields the product C1(=CC=C(C=C1)C[C@@H](C(=O)O)NC(=O)C1=NC=CC(=C1)C1=CC=C(C=C1)OC)C1=CC=CC=C1 (3-Biphenyl-4-yl-(2S)-{[4-(4-methoxy-phenyl)-pyridine-2-carbonyl]-amino}-propionic acid). Isolated yield 46.4%. Reaction SMILES: C[O:2][C:3](=[O:28])[C@@H:4]([NH:18][C:19]([C:21]1[CH:26]=[C:25](Cl)[CH:24]=[CH:23][N:22]=1)=[O:20])[CH2:5][C:6]1[CH:11]=[CH:10][C:9]([C:12]2[CH:17]=[CH:16][CH:15]=[CH:14][CH:13]=2)=[CH:8][CH:7]=1.[CH3:29][O:30][C:31]1[CH:36]=[CH:35][C:34](B(O)O)=[CH:33][CH:32]=1>>[C:9]1([C:12]2[CH:17]=[CH:16][CH:15]=[CH:14][CH:13]=2)[CH:8]=[CH:7][C:6]([CH2:5][C@H:4]([NH:18][C:19]([C:21]2[CH:26]=[C:25]([C:34]3[CH:35]=[CH:36][C:31]([O:30][CH3:29])=[CH:32][CH:33]=3)[CH:24]=[CH:23][N:22]=2)=[O:20])[C:3]([OH:28])=[O:2])=[CH:11][CH:10]=1. Procedure details: 3-Biphenyl-4-yl-(2S)-[(4-chloro-pyridine-2-carbonyl)-amino]-propionic acid methyl ester (80 mg, 0.20 mmol) was reacted with 4-methoxy phenylboronic acid (61 mg, 0.40 mmol) as described in general procedure D to afford the title compound (42 mg, 46%) as a light yellow solid. LC/MS (m/z): 453 (M+1)+. RXN SMILES: [Si:1]([O:8][C@@H:9]1[C@@:28]2([CH3:29])[C:13](=[CH:14][CH:15]=[C:16]3[C@@H:27]2[CH2:26][CH2:25][C@@:24]2([CH3:30])[C@H:17]3[CH2:18][CH:19]=[C:20]2[C@H:21]([OH:23])[CH3:22])[CH2:12][C@@H:11]([O:31][Si:32]([C:35]([CH3:38])([CH3:37])[CH3:36])([CH3:34])[CH3:33])[CH2:10]1)([C:4]([CH3:7])([CH3:6])[CH3:5])([CH3:3])[CH3:2].[H-].[Na+].Br[CH2:42]/[CH:43]=[CH:44]/[C:45]([CH2:56][CH3:57])([O:48][Si:49]([CH2:54][CH3:55])([CH2:52][CH3:53])[CH2:50][CH3:51])[CH2:46][CH3:47]>O1CCCC1>[Si:1]([O:8][C@@H:9]1[C@@:28]2([CH3:29])[C:13](=[CH:14][CH:15]=[C:16]3[C@@H:27]2[CH2:26][CH2:25][C@@:24]2([CH3:30])[C@H:17]3[CH2:18][CH:19]=[C:20]2[C@H:21]([O:23][CH2:42]/[CH:43]=[CH:44]/[C:45]([CH2:56][CH3:57])([O:48][Si:49]([CH2:54][CH3:55])([CH2:50][CH3:51])[CH2:52][CH3:53])[CH2:46][CH3:47])[CH3:22])[CH2:12][C@@H:11]([O:31][Si:32]([C:35]([CH3:37])([CH3:36])[CH3:38])([CH3:33])[CH3:34])[CH2:10]1)([C:4]([CH3:7])([CH3:6])[CH3:5])([CH3:3])[CH3:2] |f:1.2|. The product is [Si](C)(C)(C(C)(C)C)O[C@H]1C[C@@H](CC2=CC=C3[C@@H]4CC=C([C@@H](C)OC\C=C\C(CC)(O[Si](CC)(CC)CC)CC)[C@]4(CC[C@@H]3[C@@]12C)C)O[Si](C)(C)C(C)(C)C (1α,3β-bis(tert-Butyldimethylsilyloxy)-20(R)-{(E)-(4-ethyl-4-triethylsilyloxy-2-hexenyloxy)}pregna-5,7,16-triene). Yield: 72.9%. Procedure details: Under the same conditions as in Example 83, 1α,3β-bis(tert-butyldimethylsilyloxy)-20(R)-hydroxypregna-5,7,16-triene (60.0 mg, 0.107 mmol), sodium hydride (60%, 17.1 mg, 0.428 mmol), 15-crown-5(10 μl) and (E)-1-bromo-4-ethyl-4-triethylsilyloxy-2-hexene (134 mg, 0.420 mmol) were reacted in tetrahydrofuran (1 ml) and worked up, and then the residue was purified by preparative thin layer chromatography (0.5 mm×2, hexane:ethyl acetate=40:1, developed once) to give the title compound as a colorless oi... Run in O1CCCC1 (tetrahydrofuran). Reactants: [Si](C)(C)(C(C)(C)C)O[C@H]1C[C@@H](CC2=CC=C3[C@@H]4CC=C([C@@H](C)O)[C@]4(CC[C@@H]3[C@@]12C)C)O[Si](C)(C)C(C)(C)C (1α,3β-bis(tert-butyldimethylsilyloxy)-20(R)-hydroxypregna-5,7,16-triene), [H-].[Na+] (sodium hydride), 15-crown-5(10 μl), BrC\C=C\C(CC)(O[Si](CC)(CC)CC)CC ((E)-1-bromo-4-ethyl-4-triethylsilyloxy-2-hexene). Reactants: CO, CC(C)c1cccc(C(=O)O)c1O, O=S(=O)(O)O. Product: COC(=O)c1cccc(C(C)C)c1O. Reaction SMILES: [CH3:19][OH:20].[OH:1][c:2]1[c:3]([C:4](=[O:5])[OH:6])[cH:7][cH:8][cH:9][c:10]1[CH:11]([CH3:12])[CH3:13].[S:14](=[O:15])(=[O:16])([OH:17])[OH:18]>>[OH:1][c:2]1[c:3]([C:4]([O:5][CH3:19])=[O:6])[cH:7][cH:8][cH:9][c:10]1[CH:11]([CH3:12])[CH3:13]. Reactants: C(#C)C1=CC=C(C=O)C=C1 (4-ethynylbenzaldehyde), C(C)(C)(C)C(CS)CS (2-t-butylpropane-1,3-dithiol), CN(C=O)C (N,N-dimethylformamide), S(=O)(=O)(OC)OC (dimethyl sulphate). Solvent: C(Cl)Cl (methylene chloride), C(C)N(CC)CC (triethylamine). The product is C(#C)C1=CC=C(C=C1)C1SCC(CS1)C(C)(C)C (2-(4-ethynylphenyl)-5-t-butyl-1,3-dithiane). As a reaction SMILES: [C:1]([C:3]1[CH:10]=[CH:9][C:6]([CH:7]=O)=[CH:5][CH:4]=1)#[CH:2].[C:11]([CH:15]([CH2:18][SH:19])[CH2:16][SH:17])([CH3:14])([CH3:13])[CH3:12].CN(C)C=O.S(OC)(OC)(=O)=O>C(Cl)Cl.C(N(CC)CC)C>[C:1]([C:3]1[CH:10]=[CH:9][C:6]([CH:7]2[S:19][CH2:18][CH:15]([C:11]([CH3:14])([CH3:13])[CH3:12])[CH2:16][S:17]2)=[CH:5][CH:4]=1)#[CH:2]. Reported procedure: A mixture of 4-ethynylbenzaldehyde (131 mg., 1.00 mmol.), 2-t-butylpropane-1,3-dithiol (206 mg., 1.25 mmole) (E. L. Eliel and R. O. Hutchins (J. Amer. Chem. Soc. 1969, 91, 2703)) and the adduct of N,N-dimethylformamide and dimethyl sulphate (300 mg., 1.50 mmole) diluted with methylene chloride (2.0 ml.) was maintained at 23° for 48 hours. After cooling to 0°, triethylamine (0.2 ml) was added, and the solution was washed with water (3×2 ml.) which was again extracted with methylene chloride. The ... Reactants: C(C)(=O)SC1=C(C(=O)N(CC(=O)O)C2CCCC2)C=CC=C1OC (N-(2-Acetylthio-3-methoxybenzoyl)-N-cyclopentylglycine), [OH-].[Na+] (sodium hydroxide). RXN SMILES: C([S:4][C:5]1[C:22]([O:23][CH3:24])=[CH:21][CH:20]=[CH:19][C:6]=1[C:7]([N:9]([CH:14]1[CH2:18][CH2:17][CH2:16][CH2:15]1)[CH2:10][C:11]([OH:13])=[O:12])=[O:8])(=O)C.[OH-].[Na+]>>[SH:4][C:5]1[C:22]([O:23][CH3:24])=[CH:21][CH:20]=[CH:19][C:6]=1[C:7]([N:9]([CH:14]1[CH2:18][CH2:17][CH2:16][CH2:15]1)[CH2:10][C:11]([OH:13])=[O:12])=[O:8] |f:1.2|. Product: SC1=C(C(=O)N(CC(=O)O)C2CCCC2)C=CC=C1OC (N-(2-Mercapto-3-methoxybenzoyl)-N-cyclopentylglycine). Procedure: N-(2-Acetylthio-3-methoxybenzoyl)-N-cyclopentylglycine (4.4 g, 12.5 mmol) was stirred with excess sodium hydroxide solution for 2 hours at 25° C., then acidified and extracted with ethyl acetate. The extract was washed with water and brine, then dried and concentrated. The amorphous product was obtained by column chromatography of the residue.